This data is from the Open Reaction Database (ORD), a public repository of structured organic reaction records. The task is: describe an organic reaction: reactants, conditions, products, and yield Starting materials: O (water), C(C1=CC=CC=C1)C1N(CC2=CC=CC=C2C1)CCN (2-[3-benzyl-3,4-dihydroisoquinolin-2(1H)-yl]ethanamine), C(#N)C1=CC=C(CBr)C=C1 (4-cyanobenzylbromide), C([O-])([O-])=O.[K+].[K+] (potassium carbonate). Run in C(C)#N (acetonitrile). Reaction conditions: temperature 60 celsius, time 3 hour. Product: C(#N)C1=CC=C(CNCCN2CC3=CC=CC=C3CC2CC2=CC=CC=C2)C=C1 (N-(4-cyanobenzyl)-2-[3-benzyl-3,4-dihydroisoquinolin-2(1H)-yl]ethanamine). The yield is 36.7%. As a reaction SMILES: [CH2:1]([CH:8]1[CH2:17][C:16]2[C:11](=[CH:12][CH:13]=[CH:14][CH:15]=2)[CH2:10][N:9]1[CH2:18][CH2:19][NH2:20])[C:2]1[CH:7]=[CH:6][CH:5]=[CH:4][CH:3]=1.[C:21]([C:23]1[CH:30]=[CH:29][C:26]([CH2:27]Br)=[CH:25][CH:24]=1)#[N:22].C(=O)([O-])[O-].[K+].[K+].O>C(#N)C>[C:21]([C:23]1[CH:30]=[CH:29][C:26]([CH2:27][NH:20][CH2:19][CH2:18][N:9]2[CH:8]([CH2:1][C:2]3[CH:3]=[CH:4][CH:5]=[CH:6][CH:7]=3)[CH2:17][C:16]3[C:11](=[CH:12][CH:13]=[CH:14][CH:15]=3)[CH2:10]2)=[CH:25][CH:24]=1)#[N:22] |f:2.3.4|. Procedure: 2-[3-benzyl-3,4-dihydroisoquinolin-2(1H)-yl]ethanamine (27 mg, 0.1 mmol) obtained in Example 1-f), 4-cyanobenzylbromide (20 mg, 0.1 mmol), and potassium carbonate (17 mg, 0.12 mmol) were dissolved in 1 mL of acetonitrile, followed by stirring at 60° C. for 3 hours. After completion of the reaction, water was added to the reaction liquid, followed by extraction with ethyl acetate, and the organic layer was then washed with saturated brine, dried over anhydrous sodium sulfate, and concentrated und... Starting materials: O(C1=CC=CC=C1)C1=CC=C(C=C1)S (4-Phenoxythiophenol), [H-].[K+] (potassium hydride). The solvent is CN(C=O)C (N,N-dimethylformamide). The product is O(C1=CC=CC=C1)C1=CC=C(C=C1)[S-].[K+] (potassium 4-phenoxythiophenolate). RXN SMILES: [O:1]([C:8]1[CH:13]=[CH:12][C:11]([SH:14])=[CH:10][CH:9]=1)[C:2]1[CH:7]=[CH:6][CH:5]=[CH:4][CH:3]=1.[H-].[K+:16]>CN(C)C=O>[O:1]([C:8]1[CH:13]=[CH:12][C:11]([S-:14])=[CH:10][CH:9]=1)[C:2]1[CH:7]=[CH:6][CH:5]=[CH:4][CH:3]=1.[K+:16] |f:1.2,4.5|. Procedure details: 4-Phenoxythiophenol (4.8 g) was stirred for 45 min with potassium hydride (0.98 g) in N,N-dimethylformamide (100 ml) to produce a homogeneous solution of potassium 4-phenoxythiophenolate. The lactone, (S)-3-carbobenzyl-oxyamino-2-oxetanone (5.3 g) (Arnold, L. D. et al., J. Am. Chem. Soc., 107, 7105 (1985)), dissolved in N,N-dimethylformamide (50 ml) was then added at room temperature. After stirring for 30 minutes the mixture was poured into water and extracted with ethyl acetate. The combined e... The reactants are C(=O)([O-])[O-].[K+].[K+] (K2CO3), C(#N)C=1C=C(C=CC1)O (3-cyanophenol), C(C)O (ethanol), FC=1C=CC(=C(C=O)C1)[N+](=O)[O-] (5-fluoro-2-nitrobenzaldehyde). Yields the product COC(C=1C=C(OC=2C=C(C#N)C=CC2)C=CC1[N+](=O)[O-])OC (3-(3-Dimethoxymethyl-4-nitro-phenoxy)-benzonitrile). As a reaction SMILES: [C:1]([C:3]1[CH:4]=[C:5]([OH:9])[CH:6]=[CH:7][CH:8]=1)#[N:2].[C:10]([O-:13])([O-])=O.[K+].[K+].F[C:17]1[CH:18]=[CH:19][C:20]([N+:25]([O-:27])=[O:26])=[C:21]([CH:24]=1)[CH:22]=[O:23].[CH2:28](O)C>>[CH3:28][O:23][CH:22]([O:13][CH3:10])[C:21]1[CH:24]=[C:17]([CH:18]=[CH:19][C:20]=1[N+:25]([O-:27])=[O:26])[O:9][C:5]1[CH:4]=[C:3]([CH:8]=[CH:7][CH:6]=1)[C:1]#[N:2] |f:1.2.3|. Procedure: A mixture of 3-cyanophenol (0.38 mol) in ethanol (600 mL) was stirred at room temperature and K2CO3 (0.29 mol) was added. 5-fluoro-2-nitrobenzaldehyde (0.18 mol) was added, and the reaction mixture was stirred and refluxed for 4 hours. The solvent was evaporated, and the residue was stirred in water and extracted with CH2Cl2. The organic layer was separated, dried, filtered off and the solvent was evaporated. The residue was triturated under diisopropyl ether, and then the formed solids were fil... Reactants: COC1=CC(=CC2=C1C(CC1(CCCCC1)S2)=O)OC (5,7-Dimethoxyspiro[2H-1-benzothiin -2,1'-cyclohexan]-4(3H)-one), Cl.N1=CC=CC=C1 (pyridine hydrochloride), Cl (HCl). The product is OC1=CC(=CC2=C1C(CC1(CCCCC1)S2)=O)O (5,7-Dihydroxyspiro[2H-1-benzothiin-2,1'-cyclohexan]-4(3H)-one). Yield: 96.5%. RXN SMILES: C[O:2][C:3]1[C:8]2[C:9](=[O:18])[CH2:10][C:11]3([S:17][C:7]=2[CH:6]=[C:5]([O:19]C)[CH:4]=1)[CH2:16][CH2:15][CH2:14][CH2:13][CH2:12]3.Cl.N1C=CC=CC=1.Cl>>[OH:2][C:3]1[C:8]2[C:9](=[O:18])[CH2:10][C:11]3([S:17][C:7]=2[CH:6]=[C:5]([OH:19])[CH:4]=1)[CH2:16][CH2:15][CH2:14][CH2:13][CH2:12]3 |f:1.2|. Procedure details: A mixture of 5,7-Dimethoxyspiro[2H-1-benzothiin -2,1'-cyclohexan]-4(3H)-one (prepared in Preparation 78) (0.526 g, 1.80 mmol) and pyridine hydrochloride (4 g, 34.6 mmol) is heated at 205°-210° C. for 50 minutes with stirring under nitrogen gas. After cooling, dilute HCl is added to the mixture. The mixture is extracted with diethyl ether. The extract is washed with saturated brine, dried, and the solvent is removed. The residue is placed on a silica gel column and eluted with a mixture of ethyl ...